Dataset: the Open Reaction Database (ORD), a public repository of structured organic reaction records. Task: describe an organic reaction: reactants, conditions, products, and yield The reactants are FC(CN1C(N2C(CN(CC2)C(=O)OC(C)(C)C)C1)=O)F (tert-Butyl 2-(2,2-difluoroethyl)-3-oxo-5,6,8,8a-tetrahydro-1H-imidazo[1,5-a]pyrazine-7-carboxylate), C(=O)(C(F)(F)F)O (TFA). The solvent is C(Cl)Cl (CH2Cl2). Conditions: time 1 hour. Product: FC(CN1C(N2C(CNCC2)C1)=O)F (2-(2,2-difluoroethyl)-1,5,6,7,8,8a-hexahydroimidazo[1,5-a]pyrazin-3-one). As a reaction SMILES: [F:1][CH:2]([F:21])[CH2:3][N:4]1[CH2:19][CH:7]2[CH2:8][N:9](C(OC(C)(C)C)=O)[CH2:10][CH2:11][N:6]2[C:5]1=[O:20].C(O)(C(F)(F)F)=O>C(Cl)Cl>[F:21][CH:2]([F:1])[CH2:3][N:4]1[CH2:19][CH:7]2[CH2:8][NH:9][CH2:10][CH2:11][N:6]2[C:5]1=[O:20]. Procedure details: tert-Butyl 2-(2,2-difluoroethyl)-3-oxo-5,6,8,8a-tetrahydro-1H-imidazo[1,5-a]pyrazine-7-carboxylate (compound 105-C-1) (1 mmol) was dissolved in CH2Cl2 (3 mL) followed by the slow addition of TFA (1 mL) at 0° C. After the reaction mixture was stirred at rt for 1 hour, the solvent was removed in vacuum to give the crude product 105-C, which was used directly in the next step. Reactants: Cl (hydrochloric acid), C(C=C)C1=C(C=CC(=C1)C(C)NS(=O)(=O)C1=CC(=C(C=C1)F)F)C1=C(C=CC(=C1)F)OC (N-[1-(2-Allyl-5′-fluoro-2′-methoxy-biphenyl-4-yl)-ethyl]-3,4-difluoro-benzenesulfonamide), CC1=NOC(=C1S(=O)(=O)Cl)C (3,5-dimethyl-isoxazole-4-sulfonyl chloride), resultant solution, C(C)OC(=O)C=1C(=CC=C(C1)C(C)NS(=O)(=O)C=1C(=NOC1C)C)C1=C(C=CC(=C1)F)OC (4-[1-(3,5-dimethyl-isoxazole-4-sulfonylamino)-ethyl]-5′-fluoro-2′-methoxy-biphenyl-2-carboxylic acid ethyl ester), [H-].[Al+3].[Li+].[H-].[H-].[H-] (lithium aluminium hydride), C(C)OC(=O)C=1C(=CC=C(C1)C(C)N)C1=C(C=CC(=C1)F)OC (4-(1-amino-ethyl)-5′-fluoro-2′-methoxy-biphenyl-2-carboxylic acid ethyl ester). The solvent is O1CCCC1 (tetrahydrofuran), O1CCCC1 (tetrahydrofuran). Yields the product C(C)OC(=O)C=1C(=CC=C(C1)C(C)NS(=O)(=O)C=1C(=NOC1C)C)C1=C(C=CC(=C1)F)OC (4-[1-(3,5-Dimethyl-isoxazole-4-sulfonylamino)-ethyl]-5′-fluoro-2′-methoxy-biphenyl-2-carboxylic acid ethyl ester), FC=1C=CC(=C(C1)C1=C(C=C(C=C1)C(C)NS(=O)(=O)C=1C(=NOC1C)C)CO)OC (3,5-Dimethyl-isoxazole-4-sulfonic acid [1-(5′-fluoro-2-hydroxymethyl-2′-methoxy-biphenyl-4-yl)-ethyl]-amide). As a reaction SMILES: C(C1C=C(C(NS(C2C=CC(F)=C(F)C=2)(=O)=O)C)C=CC=1C1C=C(F)C=CC=1OC)C=C.C(OC(C1C(C2C=C(F)C=CC=2OC)=CC=C(C(N)C)C=1)=O)C.CC1C(S(Cl)(=O)=O)=C(C)ON=1.[CH2:67]([O:69][C:70]([C:72]1[C:73]([C:91]2[CH:96]=[C:95]([F:97])[CH:94]=[CH:93][C:92]=2[O:98][CH3:99])=[CH:74][CH:75]=[C:76]([CH:78]([NH:80][S:81]([C:84]2[C:85]([CH3:90])=[N:86][O:87][C:88]=2[CH3:89])(=[O:83])=[O:82])[CH3:79])[CH:77]=1)=[O:71])[CH3:68].[H-].[Al+3].[Li+].[H-].[H-].[H-].Cl>O1CCCC1>[CH2:67]([O:69][C:70]([C:72]1[C:73]([C:91]2[CH:96]=[C:95]([F:97])[CH:94]=[CH:93][C:92]=2[O:98][CH3:99])=[CH:74][CH:75]=[C:76]([CH:78]([NH:80][S:81]([C:84]2[C:85]([CH3:90])=[N:86][O:87][C:88]=2[CH3:89])(=[O:83])=[O:82])[CH3:79])[CH:77]=1)=[O:71])[CH3:68].[F:97][C:95]1[CH:94]=[CH:93][C:92]([O:98][CH3:99])=[C:91]([C:73]2[CH:74]=[CH:75][C:76]([CH:78]([NH:80][S:81]([C:84]3[C:85]([CH3:90])=[N:86][O:87][C:88]=3[CH3:89])(=[O:83])=[O:82])[CH3:79])=[CH:77][C:72]=2[CH2:70][OH:69])[CH:96]=1 |f:4.5.6.7.8.9|. Procedure: 4-Acetyl-5′-fluoro-2′-methoxy-biphenyl-2-carboxylic acid methyl ester was prepared in a similar manner to 1-(2-allyl-5′-fluoro-2′-methoxy-biphenyl-4-yl)-ethanone (Example 34) using methyl 5-acetylsalicylate instead of 3′-allyl-4′-hydroxyacetophenone. 5′-Fluoro-2′-methoxy-4-(1-methoxyimino-ethyl)-biphenyl-2-carboxylic acid methyl ester was prepared in a similar manner to 1-(5′-fluoro-3,2′-dimethoxy-2-propyl-biphenyl-4-yl)-ethanone O-methyl-oxime (Example 35) using 4-acetyl-5′-fluoro-2′-methoxy-bi... Reactants: FC1=CC=2C=3C(=CNC2C=C1)C(N(N3)C3=CC=CC=C3)=O (8-Fluoro-2-phenyl-2,5-dihydro-pyrazolo-[4,3-c]quinolin-3-one), C(C)(C)N1CCNCC1 (N-isopropylpiperazine). The product is C(C)(C)N1CCN(CC1)C1=CC=2C=3C(=CNC2C=C1)C(N(N3)C3=CC=CC=C3)=O (8-(4-Isopropylpiperazin-1-yl)-2-phenyl-2,5-dihydro-pyrazolo[4,3-c]quinolin-3-one). Isolated yield 84.0%. RXN SMILES: F[C:2]1[CH:11]=[CH:10][C:9]2[NH:8][CH:7]=[C:6]3[C:12](=[O:21])[N:13]([C:15]4[CH:20]=[CH:19][CH:18]=[CH:17][CH:16]=4)[N:14]=[C:5]3[C:4]=2[CH:3]=1.[CH:22]([N:25]1[CH2:30][CH2:29][NH:28][CH2:27][CH2:26]1)([CH3:24])[CH3:23]>>[CH:22]([N:25]1[CH2:30][CH2:29][N:28]([C:2]2[CH:11]=[CH:10][C:9]3[NH:8][CH:7]=[C:6]4[C:12](=[O:21])[N:13]([C:15]5[CH:20]=[CH:19][CH:18]=[CH:17][CH:16]=5)[N:14]=[C:5]4[C:4]=3[CH:3]=2)[CH2:27][CH2:26]1)([CH3:24])[CH3:23]. Procedure: 23a was stirred with excess of N-isopropylpiperazine at 175° C. for 72 hours. The precipitates were collected by filtration and washed with ethyl acetate and purified using column chromatography to obtain title compound in 84% yield. 1H-NMR (DMSO-d6) δ (ppm): 1.01 (6H, d, J=6.03 Hz), 2.63 (4H, br), 2.70 (1H, m), 3.22 (4H, br), 7.13 (2H, brt, J=7.32 Hz), 7.42 (3H, m), 7.58 (1H, d, J=9.32 Hz), 8.23 (2H, d, J=8.54 Hz), 8.54 (1H, s). m/z 388.5 (MH+). Starting materials: solution, C(CCC)[Li] (n-butyllithium), BrC=1C(=NC=CC1)Cl (3-bromo-2-chloropyridine), ClC1=NC=CC=C1[Li] (2-chloro-3-pyridyllithium), C(C1=CC(=CC=C1)OC)=O (m-anisaldehyde). The solvent is CCCCCC (hexane), CCOCC (ether), O (water), CCOCC (ether). Run at time 1 hour. The product is ClC1=NC=CC=C1C(O)C1=CC(=CC=C1)OC (2-chloro-α-(3-methoxyphenyl)-3-pyridinemethanol). Yield: 59.8%. As a reaction SMILES: C([Li])CCC.Br[C:7]1[C:8]([Cl:13])=[N:9][CH:10]=[CH:11][CH:12]=1.ClC1C([Li])=CC=CN=1.[CH:22](=[O:31])[C:23]1[CH:28]=[CH:27][CH:26]=[C:25]([O:29][CH3:30])[CH:24]=1>CCCCCC.CCOCC.O>[Cl:13][C:8]1[C:7]([CH:22]([C:23]2[CH:28]=[CH:27][CH:26]=[C:25]([O:29][CH3:30])[CH:24]=2)[OH:31])=[CH:12][CH:11]=[CH:10][N:9]=1. Reported procedure: 71.5 ml of a 2.1N solution of n-butyllithium in hexane are added to 19.2 g 3-bromo-2-chloropyridine (obtained according to J. D. Cook et. al. J. Chem. Soc., Section C, 1969 1973-8) in 300 ml anhydrous ether at -60° C. and under a static nitrogen atmosphere. To this freshly prepared solution of 2-chloro-3-pyridyllithium, a solution of m-anisaldehyde (13.6 g) in 100 ml anhydrous ether is added dropwise. The reaction mixture is stirred for 1 hr. at -60° C. and then is added to ice:water. The organi... Starting materials: COCCOC, Cl, OC1CNC1, [Na+], [OH-], O, O=S(Cl)Cl, O=C(O)CCOCCc1ccc2sccc2c1. The product is O=C(CCOCCc1ccc2sccc2c1)N1CC(O)C1. Reaction SMILES: [CH3:30][O:31][CH2:32][CH2:33][O:34][CH3:35].[ClH:24].[NH:25]1[CH2:26][CH:27]([OH:29])[CH2:28]1.[Na+:23].[OH-:22].[OH2:36].[S:18]([Cl:19])([Cl:20])=[O:21].[s:1]1[cH:2][cH:3][c:4]2[c:5]1[cH:6][cH:7][c:8]([CH2:10][CH2:11][O:12][CH2:13][CH2:14][C:15](=[O:16])[OH:17])[cH:9]2>>[s:1]1[cH:2][cH:3][c:4]2[c:5]1[cH:6][cH:7][c:8]([CH2:10][CH2:11][O:12][CH2:13][CH2:14][C:15](=[O:17])[N:25]1[CH2:26][CH:27]([OH:29])[CH2:28]1)[cH:9]2. Starting materials: CCOC(=O)c1ccccc1OC(=O)N(CC)CC (substrate), CC(C)C[Al](CC(C)C)c1ccccc1 (effective_coupling_partner). Reagents/catalysts: PCy3. Conditions: temperature 70 celsius, time 24 hour. Yields the product CCOC(=O)c1ccccc1c2ccccc2. Yields the product BrCCCCCOc1ccc(OCc2ccccc2)cc1. Starting materials: BrCCCCCBr, Oc1ccc(OCc2ccccc2)cc1, Cc1ccccc1. Reaction SMILES: [Br:16][CH2:17][CH2:18][CH2:19][CH2:20][CH2:21][Br:22].[CH2:1]([c:2]1[cH:3][cH:4][cH:5][cH:6][cH:7]1)[O:8][c:9]1[cH:10][cH:11][c:12]([OH:15])[cH:13][cH:14]1.[CH3:23][c:24]1[cH:25][cH:26][cH:27][cH:28][cH:29]1>>[CH2:1]([c:2]1[cH:3][cH:4][cH:5][cH:6][cH:7]1)[O:8][c:9]1[cH:10][cH:11][c:12]([O:15][CH2:21][CH2:20][CH2:19][CH2:18][CH2:17][Br:16])[cH:13][cH:14]1. Starting materials: Cl.C(C)(C)C=1C=C(C=CC1)[C@H](C)N ((S)-1-(3-isopropylphenyl)ethanamine hydrochloride), ClC1=C(CN2C(=C(C3=CC(=CC=C23)C(=O)O)C)C)C=C(C=C1)O[C@@H](C(=O)OC)CC ((R)-1-(2-chloro-5-((1-methoxy-1-oxobutan-2-yl)oxy)benzyl)-2,3-dimethyl-1H-indole-5-carboxylic acid). The product is ClC1=C(C=C(O[C@@H](C(=O)OC)CC)C=C1)CN1C(=C(C2=CC(=CC=C12)C(N[C@@H](C)C1=CC(=CC=C1)C(C)C)=O)C)C ((R)-Methyl 2-(4-chloro-3-((5-(((S)-1-(3-isopropylphenyl)ethyl)carbamoyl)-2,3-dimethyl-1H-indol-1-yl)methyl)phenoxy)butanoate). Reaction SMILES: Cl.[CH:2]([C:5]1[CH:6]=[C:7]([C@@H:11]([NH2:13])[CH3:12])[CH:8]=[CH:9][CH:10]=1)([CH3:4])[CH3:3].[Cl:14][C:15]1[CH:35]=[CH:34][C:33]([O:36][C@H:37]([CH2:42][CH3:43])[C:38]([O:40][CH3:41])=[O:39])=[CH:32][C:16]=1[CH2:17][N:18]1[C:26]2[C:21](=[CH:22][C:23]([C:27](O)=[O:28])=[CH:24][CH:25]=2)[C:20]([CH3:30])=[C:19]1[CH3:31]>>[Cl:14][C:15]1[CH:35]=[CH:34][C:33]([O:36][C@H:37]([CH2:42][CH3:43])[C:38]([O:40][CH3:41])=[O:39])=[CH:32][C:16]=1[CH2:17][N:18]1[C:26]2[C:21](=[CH:22][C:23]([C:27](=[O:28])[NH:13][C@H:11]([C:7]3[CH:8]=[CH:9][CH:10]=[C:5]([CH:2]([CH3:4])[CH3:3])[CH:6]=3)[CH3:12])=[CH:24][CH:25]=2)[C:20]([CH3:30])=[C:19]1[CH3:31] |f:0.1|. Procedure: The title compound was prepared following the same protocol as described in Step 5, Example 36, using the (S)-1-(3-isopropylphenyl)ethanamine hydrochloride instead of the (S)-1-(3-cyclopropylphenyl)ethanamine hydrochloride and the (R)-1-(2-chloro-5-((1-methoxy-1-oxobutan-2-yl)oxy)benzyl)-2,3-dimethyl-1H-indole-5-carboxylic acid instead of the 1-(4-(2-methoxy-2-oxoethoxy)benzyl)-2,3-dimethyl-1H-indole-5-carboxylic acid.